Dataset: the Open Reaction Database (ORD), a public repository of structured organic reaction records. Task: describe an organic reaction: reactants, conditions, products, and yield Starting materials: C(CS)S (1,2-ethanedithiol), COC(CC1=C(C=CC=C1)C=O)=O (2-formyl-phenylacetic acid methyl ester), [OH-].[Na+] (sodium hydroxide). Solvent: C(Cl)Cl (methylene chloride). Conditions: temperature 20 celsius, time 48 hour. Product: COC(CC1=C(C=CC=C1)C1SCCS1)=O (2-(1,3-dithiolan-2-yl)-phenylacetic acid methyl ester). Isolated yield 97.3%. As a reaction SMILES: [CH2:1]([SH:4])[CH2:2][SH:3].[CH3:5][O:6][C:7](=[O:17])[CH2:8][C:9]1[CH:14]=[CH:13][CH:12]=[CH:11][C:10]=1[CH:15]=O.[OH-].[Na+]>C(Cl)Cl>[CH3:5][O:6][C:7](=[O:17])[CH2:8][C:9]1[CH:14]=[CH:13][CH:12]=[CH:11][C:10]=1[CH:15]1[S:4][CH2:1][CH2:2][S:3]1 |f:2.3|. Procedure details: 10 ml of 1,2-ethanedithiol (0.12 moles) and 115 ml of trifluoro diboro diethyletherate are added to a solution of 22 g (0.12 moles) of 2-formyl-phenylacetic acid methyl ester in 100 ml of methylene chloride at 20° C. The system is agitated at 20° C. for 48 hours. 152 ml of 5% sodium hydroxide are added, the phases are separated, the organic phase is dried over magnesium sulphate and the solvent is evaporated under vacuum at +30° C. In this manner 29.7 g of 2-(1,3-dithiolan-2-yl)-phenylacetic aci... Starting materials: COCCO, CC(C)I, Cc1nnc2n1-c1sc(CCc3ccc(O)cc3)cc1C(c1ccccc1Cl)=NC2, [K+], [OH-]. The product is Cc1nnc2n1-c1sc(CCc3ccc(OC(C)C)cc3)cc1C(c1ccccc1Cl)=NC2. As a reaction SMILES: [CH3:37][O:38][CH2:39][CH2:40][OH:41].[CH:33]([CH3:34])([CH3:35])[I:36].[Cl:1][c:2]1[c:3]([C:8]2=[N:9][CH2:10][c:11]3[n:12]([c:27]([CH3:30])[n:28][n:29]3)-[c:13]3[c:14]2[cH:15][c:16]([CH2:18][CH2:19][c:20]2[cH:21][cH:22][c:23]([OH:26])[cH:24][cH:25]2)[s:17]3)[cH:4][cH:5][cH:6][cH:7]1.[K+:32].[OH-:31]>>[Cl:1][c:2]1[c:3]([C:8]2=[N:9][CH2:10][c:11]3[n:12]([c:27]([CH3:30])[n:28][n:29]3)-[c:13]3[c:14]2[cH:15][c:16]([CH2:18][CH2:19][c:20]2[cH:21][cH:22][c:23]([O:26][CH:33]([CH3:34])[CH3:35])[cH:24][cH:25]2)[s:17]3)[cH:4][cH:5][cH:6][cH:7]1. Reactants: CC(O)CO, COC(=O)c1csc(CN2CC(c3ccc(C#N)cc3)C3(C2)C(=O)N(c2cc(Cl)cc(Cl)c2)C(=O)N3C)c1, Cl, [K+], C1CCOC1, [OH-], O. Yields the product CN1C(=O)N(c2cc(Cl)cc(Cl)c2)C(=O)C12CN(Cc1cc(C(=O)O)cs1)CC2c1ccc(C#N)cc1. As a reaction SMILES: [CH2:40]([OH:41])[CH:42]([OH:43])[CH3:44].[CH3:2][O:3][C:4](=[O:5])[c:6]1[cH:7][s:8][c:9]([CH2:11][N:12]2[CH2:13][C:14]3([C:15](=[O:29])[N:16]([c:21]4[cH:22][c:23]([Cl:28])[cH:24][c:25]([Cl:27])[cH:26]4)[C:17](=[O:20])[N:18]3[CH3:19])[CH:30]([c:32]3[cH:33][cH:34][c:35]([C:38]#[N:39])[cH:36][cH:37]3)[CH2:31]2)[cH:10]1.[ClH:1].[K+:46].[O:47]1[CH2:48][CH2:49][CH2:50][CH2:51]1.[OH-:45].[OH2:52]>>[O:3]=[C:4]([OH:5])[c:6]1[cH:7][s:8][c:9]([CH2:11][N:12]2[CH2:13][C:14]3([C:15](=[O:29])[N:16]([c:21]4[cH:22][c:23]([Cl:28])[cH:24][c:25]([Cl:27])[cH:26]4)[C:17](=[O:20])[N:18]3[CH3:19])[CH:30]([c:32]3[cH:33][cH:34][c:35]([C:38]#[N:39])[cH:36][cH:37]3)[CH2:31]2)[cH:10]1.